Task: describe an organic reaction: reactants, conditions, products, and yield. Dataset: the Open Reaction Database (ORD), a public repository of structured organic reaction records Reactants: CC1(CN=C2N(C=3C=CC=CC3C2=O)C1)C (3,4-dihydro-3,3-dimethylpyrimido[1,2-a]indole-10(2H)-one), [Cl-].[NH4+] (ammonium chloride), BrCCCCOC (1-bromo-4-methoxybutane), [Mg] (magnesium). Solvent: ClCCCl (1,2-dichloroethane), C(C)OCC (diethyl ether). Conditions: time 45 minute. The product is CC1(CN=C2N(C=3C=CC=CC3C2(CCCCOC)O)C1)C (3,3-Dimethyl-10-hydroxy-10-(4-methoxybutyl)-2,3,4,10-tetrahydropyrimido[1,2-a]indole). As a reaction SMILES: Br[CH2:2][CH2:3][CH2:4][CH2:5][O:6][CH3:7].[Mg].[CH3:9][C:10]1([CH3:24])[CH2:23][N:14]2[C:15]3[CH:16]=[CH:17][CH:18]=[CH:19][C:20]=3[C:21](=[O:22])[C:13]2=[N:12][CH2:11]1.[Cl-].[NH4+]>C(OCC)C.ClCCCl>[CH3:9][C:10]1([CH3:24])[CH2:23][N:14]2[C:15]3[CH:16]=[CH:17][CH:18]=[CH:19][C:20]=3[C:21]([OH:22])([CH2:2][CH2:3][CH2:4][CH2:5][O:6][CH3:7])[C:13]2=[N:12][CH2:11]1 |f:3.4|. Procedure: A solution of 1-bromo-4-methoxybutane (6.26 g) in diethyl ether (23 ml) was added dropwise to stirred magnesium turnings (0.9 g) under nitrogen, at a rate sufficient to maintain reflux. The mixture was stirred for a further 45 min., then a solution of 3,4-dihydro-3,3-dimethylpyrimido[1,2-a]indole-10(2H)-one (1.6 g) in 1,2-dichloroethane (75 ml) was added dropwise. The mixture was stirred for 30 min., then poured into aqueous ammonium chloride solution and extracted with chloroform (2×100 ml). Th... Reactants: C1(=CC=CC=C1)C1(CC1)C(=O)C1=C(C(=O)OCC)C=CC=C1 (ethyl 2-(1-phenylcyclopropanecarbonyl)benzoate), O.NN (hydrazine hydrate). Solvent: C(C)O (ethanol). Reaction conditions: temperature 75 celsius, time 8 hour. Yields the product C1(=CC=CC=C1)C1(CC1)C1=NNC(C2=CC=CC=C12)=O (4-(1-phenylcyclopropyl)phthalazin-1(2H)-one). Yield: 93.2%. RXN SMILES: [C:1]1([C:7]2([C:10]([C:12]3[CH:22]=[CH:21][CH:20]=[CH:19][C:13]=3[C:14](OCC)=[O:15])=O)[CH2:9][CH2:8]2)[CH:6]=[CH:5][CH:4]=[CH:3][CH:2]=1.O.[NH2:24][NH2:25]>C(O)C>[C:1]1([C:7]2([C:10]3[C:12]4[C:13](=[CH:19][CH:20]=[CH:21][CH:22]=4)[C:14](=[O:15])[NH:25][N:24]=3)[CH2:9][CH2:8]2)[CH:6]=[CH:5][CH:4]=[CH:3][CH:2]=1 |f:1.2|. Reported procedure: A solution of (2-(ethoxycarbonyl)phenyl)zinc(II) bromide (2.2 mL, 1.1 mmol) was added to a mixture of 1-phenylcyclopropanecarbonyl chloride (0.200 g, 1.1 mmol) and Pd(PPh3)4 (0.0644 g, 0.056 mmol) in THF (1.1 mL), stirred for 2 hours, diluted with EtOAc, washed with 1N HCl and brine, dried (Na2SO4), filtered, and chromatographed (20% Et2O/hexanes) to give 216.2 mg of impure ethyl 2-(1-phenylcyclopropanecarbonyl)benzoate. A mixture of impure ethyl 2-(1-phenylcyclopropanecarbonyl)benzoate (0.216 g...